From a dataset of the Open Reaction Database (ORD), a public repository of structured organic reaction records. describe an organic reaction: reactants, conditions, products, and yield Starting materials: C(C)(=O)OC(C)=O (acetic anhydride), NC1=CC2=C(OC3=C(O2)C=CC(=C3)N)C=C1 (2,7-diaminodibenzodioxin), N1=CC=CC=C1 (pyridine), C1(=CC=CC=C1)C (toluene), C1CCOC1 (THF). Yields the product C(C)(=O)NC1=CC2=C(OC3=C(O2)C=CC(=C3)NC(C)=O)C=C1 (2,7-bis(acetylamino)dibenzodioxin). Isolated yield 82.0%. RXN SMILES: C1(C)C=CC=CC=1.[NH2:8][C:9]1[CH:23]=[CH:22][C:12]2[O:13][C:14]3[CH:20]=[C:19]([NH2:21])[CH:18]=[CH:17][C:15]=3[O:16][C:11]=2[CH:10]=1.N1C=CC=CC=1.[C:30](OC(=O)C)(=[O:32])[CH3:31].C1C[O:40][CH2:39][CH2:38]1>>[C:30]([NH:21][C:19]1[CH:18]=[CH:17][C:15]2[O:16][C:11]3[CH:10]=[C:9]([NH:8][C:39](=[O:40])[CH3:38])[CH:23]=[CH:22][C:12]=3[O:13][C:14]=2[CH:20]=1)(=[O:32])[CH3:31]. Procedure: To a mixture of 900 ml of toluene and 900 ml of THF were added 50.0 g (0.233 mole) of 2,7-diaminodibenzodioxin and 55.3 g (0.699 mole) of pyridine and to the resulting mixture was added 59.5 g (0.583 mole) of acetic anhydride in drops over a period of 10 minutes at room temperature with stirring. After the dropwise addition, the mixture was stirred overnight and a precipitate was recovered by filtration. The precipitate was reslurried with toluene (250 mix 2) and dried under reduced pressure to ... The reactants are C(C)(=O)NC1=C(C=C(C=C1)SC#N)[N+](=O)[O-] (1-acetamido-2-nitro-4-thiocyanatobenzene), COCCCl (chloroethyl methyl ether), CN(C=O)C (dimethylformamide), [BH4-].[Na+] (sodium borohydride). Run in O (Water). Conditions: time 1 hour. Product: C(C)(=O)NC1=C(C=C(C=C1)SCCOC)[N+](=O)[O-] (1-acetamido-2-nitro-4-methoxyethylthiobenzene). RXN SMILES: [C:1]([NH:4][C:5]1[CH:10]=[CH:9][C:8]([S:11][C:12]#N)=[CH:7][C:6]=1[N+:14]([O-:16])=[O:15])(=[O:3])[CH3:2].CN(C)C=O.[BH4-].[Na+].[CH3:24][O:25][CH2:26]CCl>O>[C:1]([NH:4][C:5]1[CH:10]=[CH:9][C:8]([S:11][CH2:12][CH2:24][O:25][CH3:26])=[CH:7][C:6]=1[N+:14]([O-:16])=[O:15])(=[O:3])[CH3:2] |f:2.3|. Procedure details: 2.37 G. of 1-acetamido-2-nitro-4-thiocyanatobenzene in 10 ml. dimethylformamide is treated at 20°-25° C under nitrogen, with 0.38 g. of sodium borohydride. After one hour 1.6 ml. of chloroethyl methyl ether is added, and the mixture kept at 20°-30° C for a further three hours. Water is then added and the product filtered off. Recrystallization from cyclohexane gives 1-acetamido-2-nitro-4-methoxyethylthiobenzene. The reactants are C(C(=O)Cl)(=O)Cl (Oxalyl chloride), C(C)(C)(C)N(C=O)C1=CC=CC=C1 (N-(tert-butyl)-N-phenylformamide), C(C)(C)(C)N(C1=CC=CC=C1)[Si](C)(C)C (N-(tert-butyl)-N-(trimethylsilyl)benzeneamine). The solvent is C1(=CC=CC=C1)C (toluene). Run at time 2 hour. The product is [Cl-].C(C)(C)(C)N(C=[N+](C1=CC=CC=C1)C(C)(C)C)C1=CC=CC=C1 (N,N′-Bis(tert-butyl)-N,N′-diphenylformamidinium chloride). Yield: 90.9%. Reaction SMILES: C(Cl)(=O)C([Cl:4])=O.[C:7]([N:11]([C:14]1[CH:19]=[CH:18][CH:17]=[CH:16][CH:15]=1)[CH:12]=O)([CH3:10])([CH3:9])[CH3:8].[C:20]([N:24]([Si](C)(C)C)[C:25]1[CH:30]=[CH:29][CH:28]=[CH:27][CH:26]=1)([CH3:23])([CH3:22])[CH3:21]>C1(C)C=CC=CC=1>[Cl-:4].[C:7]([N:11]([C:14]1[CH:19]=[CH:18][CH:17]=[CH:16][CH:15]=1)[CH:12]=[N+:24]([C:20]([CH3:23])([CH3:22])[CH3:21])[C:25]1[CH:30]=[CH:29][CH:28]=[CH:27][CH:26]=1)([CH3:10])([CH3:9])[CH3:8] |f:4.5|. Reported procedure: Oxalyl chloride (0.42 mL, 5.0 mmol) was added dropwise to a solution of 2a (0.582 g, 3.28 mmol) in toluene (10 mL) at −78° C. The reaction mixture was stirred for 2 h at room temperature. After evaporation of all the volatiles by vacuum, CH2Cl2 (10 mL) was added. 3a (0.778 g, 3.50 mmol) was added to the reaction solution at −78° C., and the reaction mixture was slowly warmed to room temperature for 30 min. After stirring for 3 h at room temperature, the reaction solution was concentrated to 2 mL... Starting materials: [Al+3], C1CCOC1, CCCCCCCN(CC)CC#N, [H-], [H-], [H-], [H-], [Li+], N#N. Product: CCCCCCCN(CC)CCN. Reaction SMILES: [Al+3:2].[CH2:22]1[O:23][CH2:24][CH2:25][CH2:26]1.[CH2:9]([CH3:10])[N:11]([CH2:12][C:13]#[N:14])[CH2:15][CH2:16][CH2:17][CH2:18][CH2:19][CH2:20][CH3:21].[H-:1].[H-:4].[H-:5].[H-:6].[Li+:3].[N:7]#[N:8]>>[CH2:9]([CH3:10])[N:11]([CH2:12][CH2:13][NH2:14])[CH2:15][CH2:16][CH2:17][CH2:18][CH2:19][CH2:20][CH3:21].